From a dataset of the Open Reaction Database (ORD), a public repository of structured organic reaction records. describe an organic reaction: reactants, conditions, products, and yield Reactants: C(#N)C1(CCOCC1)C1=CC=C(C=C1)OC (4-(1-Cyano-4-oxa-cyclohexyl)anisole), C(#N)C1(CC1)C=1C=CC(=C(C=O)C1)OC (5-(1-Cyanocyclopropyl)-2-methoxybenzaldehyde). Product: C(#N)C1(CCOCC1)C=1C=CC(=C(C=O)C1)OC (5-(1-Cyano-4-oxa-cyclohexyl)-2-methoxybenzaldehyde). RXN SMILES: [C:1]([C:3]1([C:9]2[CH:14]=[CH:13][C:12]([O:15][CH3:16])=[CH:11][CH:10]=2)[CH2:8][CH2:7][O:6][CH2:5][CH2:4]1)#[N:2].C(C1(C2C=CC(OC)=C(C=2)[CH:27]=[O:28])CC1)#N>>[C:1]([C:3]1([C:9]2[CH:10]=[CH:11][C:12]([O:15][CH3:16])=[C:13]([CH:14]=2)[CH:27]=[O:28])[CH2:8][CH2:7][O:6][CH2:5][CH2:4]1)#[N:2]. Procedure details: This compound was prepared from Compound 88 in the same manner of Compound 2.